This data is from the Open Reaction Database (ORD), a public repository of structured organic reaction records. The task is: describe an organic reaction: reactants, conditions, products, and yield The reactants are ClC1=C(C=C(C(=O)O)C=C1)S(=O)(=O)Cl (4-chloro-3-(chlorosulfonyl)benzoic acid), [Cl-] (chloride), CO (methanol). Product: ClC1=C(C=C(C(=O)OC)C=C1)S(=O)(=O)Cl (Methyl 4-chloro-3-(chlorosulfonyl)benzoate). As a reaction SMILES: [Cl:1][C:2]1[CH:10]=[CH:9][C:5]([C:6]([OH:8])=[O:7])=[CH:4][C:3]=1[S:11]([Cl:14])(=[O:13])=[O:12].[Cl-].[CH3:16]O>>[Cl:1][C:2]1[CH:10]=[CH:9][C:5]([C:6]([O:8][CH3:16])=[O:7])=[CH:4][C:3]=1[S:11]([Cl:14])(=[O:12])=[O:13]. Procedure details: A round bottom flask was charged with 4-chloro-3-(chlorosulfonyl)benzoic acid (16.0 g, 63.24 mmol) and methanol (100 mL), and thinoyl chloride (9.3 mL, 126.5 mmol) was added slowly at 0° C. The reaction mixture was then heated to reflux for 1.5 hours. The volatiles were removed under reduced pressure, and the residue was diluted with water and extracted with EtOAc. The solvents were removed under reduced pressure to get the title compound as a solid. Reactants: COC1=C(N)C=C(C=C1)OC(C)=O (2-methoxy-5-acetyloxy-aniline), COC(CC(=O)O)OC (3,3-dimethoxy-propanoic acid), C1CCC(CC1)N=C=NC2CCCCC2 (DCC). Solvent: C(Cl)Cl (methylene chloride), C(Cl)Cl (methylene chloride). Conditions: temperature 5 celsius, time 4 hour. The product is COC(CC(=O)NC1=C(C=CC(=C1)OC(C)=O)OC)OC (N-(3,3-dimethoxypropanoyl)-2-methoxy-5-acetoxy-aniline). Isolated yield 93.8%. As a reaction SMILES: [CH3:1][O:2][C:3]1[CH:9]=[CH:8][C:7]([O:10][C:11](=[O:13])[CH3:12])=[CH:6][C:4]=1[NH2:5].[CH3:14][O:15][CH:16]([O:21][CH3:22])[CH2:17][C:18](O)=[O:19].C1CCC(N=C=NC2CCCCC2)CC1>C(Cl)Cl>[CH3:14][O:15][CH:16]([O:21][CH3:22])[CH2:17][C:18]([NH:5][C:4]1[CH:6]=[C:7]([O:10][C:11](=[O:13])[CH3:12])[CH:8]=[CH:9][C:3]=1[O:2][CH3:1])=[O:19]. Reported procedure: To a cooled solution (0° C.) of 2-methoxy-5-acetyloxy-aniline (5 g, 0.0276 mole), 3,3-dimethoxy-propanoic acid (5 g, 0.0373 mole) in 75 ml of methylene chloride was added DCC (5.7 g, 0.0276 mole) in 20 ml of methylene chloride. After completion of the addition, the solution was stirred for a further 4 hours. The reaction medium was concentrated to 25 ml, diluted with 200 ml of isopropyl ether, cooled to 5° C. and the resulting precipitate was isolated by filtration, giving N-(3,3-dimethoxypropan... Starting materials: ClC1=CC2=C(N=N1)CCN(C2)C(C2=CC=C(C=C2)C2=CC=CC=C2)=O (3-chloro-6-(p-phenylbenzoyl)-5,6,7,8-tetrahydropyrido[4,3-c]pyridazine), O.NN (hydrazine hydrate). Product: N(N)C1=CC2=C(N=N1)CCN(C2)CC2=CC=C(C=C2)C2=CC=CC=C2 (3-Hydrazino-6-(p-phenylbenzyl)-5,6,7,8-tetrahydropyrido[4,3-c]pyridazine). As a reaction SMILES: Cl[C:2]1[N:7]=[N:6][C:5]2[CH2:8][CH2:9][N:10]([C:12](=O)[C:13]3[CH:18]=[CH:17][C:16]([C:19]4[CH:24]=[CH:23][CH:22]=[CH:21][CH:20]=4)=[CH:15][CH:14]=3)[CH2:11][C:4]=2[CH:3]=1.O.[NH2:27][NH2:28]>>[NH:27]([C:2]1[N:7]=[N:6][C:5]2[CH2:8][CH2:9][N:10]([CH2:12][C:13]3[CH:18]=[CH:17][C:16]([C:19]4[CH:24]=[CH:23][CH:22]=[CH:21][CH:20]=4)=[CH:15][CH:14]=3)[CH2:11][C:4]=2[CH:3]=1)[NH2:28] |f:1.2|. Procedure details: 9.0 g of 3-chloro-6-(p-phenylbenzoyl)-5,6,7,8-tetrahydropyrido[4,3-c]pyridazine and 55 cc of hydrazine hydrate and stirred at a bath temperature of 100° for 51/2 hours. After cooling the mixture with ice the title compound precipitates and is recrystallized from 200 cc of dimethyl formamide. M.P. 241°-244° (decomp.). Starting materials: OC1=C(C=C(C(=O)OC)C=C1C)C (methyl 4-hydroxy-3,5-dimethylbenzoate), C(O)CN (ethanolamine). Product: OCCNC(C1=CC(=C(C(=C1)C)O)C)=O (N-(2-hydroxyethyl)-4-hydroxy-3,5-dimethylbenzamide). As a reaction SMILES: [OH:1][C:2]1[C:11]([CH3:12])=[CH:10][C:5]([C:6]([O:8]C)=O)=[CH:4][C:3]=1[CH3:13].[CH2:14]([CH2:16][NH2:17])[OH:15]>>[OH:15][CH2:14][CH2:16][NH:17][C:6](=[O:8])[C:5]1[CH:4]=[C:3]([CH3:13])[C:2]([OH:1])=[C:11]([CH3:12])[CH:10]=1. Procedure details: A 270 g quantity of methyl 4-hydroxy-3,5-dimethylbenzoate is heated in 300 ml of ethanolamine for 6 hours at a bath temperature of 160° C. while simultaneously removing the methanol which forms by distillation. The excess ethanolamine is removed under vacuum. The glassy product is ground, screened (1 mm screen), and dried thoroughly at 0.5 torr and 60° C. for a yield of 307 g.